Task: describe an organic reaction: reactants, conditions, products, and yield. Dataset: the Open Reaction Database (ORD), a public repository of structured organic reaction records Reactants: C=C[Sn](CCCC)(CCCC)CCCC, Cc1ccccc1, O=[N+]([O-])c1ccc(Cl)nc1, O. Yields the product C=Cc1ccc([N+](=O)[O-])cn1. As a reaction SMILES: [CH2:11]([CH2:12][CH2:24][CH3:25])[Sn:13]([CH2:14][CH2:15][CH2:16][CH3:17])([CH2:18][CH2:19][CH2:20][CH3:21])[CH:22]=[CH2:23].[CH3:27][c:28]1[cH:29][cH:30][cH:31][cH:32][cH:33]1.[Cl:1][c:2]1[n:3][cH:4][c:5]([N+:8](=[O:9])[O-:10])[cH:6][cH:7]1.[OH2:26]>>[c:2]1([CH:11]=[CH2:12])[n:3][cH:4][c:5]([N+:8](=[O:9])[O-:10])[cH:6][cH:7]1. Run in C1CCOC1 (THF). Yield: 28.0%. RXN SMILES: [CH3:1][N:2]1[CH2:7][CH2:6][N:5]([C:8]2[CH:9]=[CH:10][C:11]([N+:19]([O-])=O)=[C:12]([NH:14][S:15]([CH3:18])(=[O:17])=[O:16])[CH:13]=2)[CH2:4][CH2:3]1.O.NN.[C:25]1([CH3:35])[CH:30]=[CH:29][C:28]([S:31]([Cl:34])(=[O:33])=[O:32])=[CH:27][CH:26]=1.C(Cl)Cl.CO>C1COCC1.[Ni]>[ClH:34].[CH3:35][C:25]1[CH:30]=[CH:29][C:28]([S:31]([NH:19][C:11]2[CH:10]=[CH:9][C:8]([N:5]3[CH2:6][CH2:7][N:2]([CH3:1])[CH2:3][CH2:4]3)=[CH:13][C:12]=2[NH:14][S:15]([CH3:18])(=[O:17])=[O:16])(=[O:33])=[O:32])=[CH:27][CH:26]=1 |f:1.2,4.5,8.9|. Reaction conditions: time 1 hour. Procedure: N-[5-(4-methyl-1-piperazinyl)-2-nitrophenyl]-methanesulfonamide (0.45 g, 1.43 mmol) was dissolved in THF (10 mL) followed by the addition of Raney-Ni (0.15 g in ethanol) and hydrazine hydrate (78 mg, 1.56 mmol): The reaction was stirred for 1 h. Another aliquot of hydrazine hydrate (20 μL) was added and the reaction stirred for another hour, filtered through Celite and concentrated to give 0.42 g that was used to the next step without further purification. The material was dissolved in DMF (10 m... Reagents/catalysts: [Ni] (Ni). The reactants are O.NN (hydrazine hydrate), C1(=CC=C(C=C1)S(=O)(=O)Cl)C (p-toluene sulfonyl chloride), petroleum ether acetone, CN1CCN(CC1)C=1C=CC(=C(C1)NS(=O)(=O)C)[N+](=O)[O-] (N-[5-(4-methyl-1-piperazinyl)-2-nitrophenyl]-methanesulfonamide), O.NN (hydrazine hydrate), C(Cl)Cl.CO (CH2Cl2 MeOH). Yields the product Cl.CC1=CC=C(C=C1)S(=O)(=O)NC1=C(C=C(C=C1)N1CCN(CC1)C)NS(=O)(=O)C (4-Methyl-N-{4-(4-methyl-1-piperazinyl)-2-[(methylsulfonyl)amino]-phenyl}benzenesulfonamide hydrochloride).